Dataset: the Open Reaction Database (ORD), a public repository of structured organic reaction records. Task: describe an organic reaction: reactants, conditions, products, and yield The reactants are NC1=C(C=C(C#N)C=C1)I (4-amino-3-iodobenzonitrile), O=C(C(=O)O)C (2-oxopropanoic acid), C1CN2CCN1CC2 (DABCO). Reagents/catalysts: CC(=O)[O-].CC(=O)[O-].[Pd+2] (Pd(OAc)2). The solvent is CN(C)C=O (DMF). Conditions: temperature 105 celsius, time 1 hour. The product is C(#N)C=1C=C2C=C(NC2=CC1)C(=O)O (5-cyano-1H-indole-2-carboxylic acid). The yield is 59.1%. As a reaction SMILES: [NH2:1][C:2]1[CH:9]=[CH:8][C:5]([C:6]#[N:7])=[CH:4][C:3]=1I.O=[C:12]([CH3:16])[C:13]([OH:15])=[O:14].C1N2CCN(CC2)C1>CN(C=O)C.CC([O-])=O.CC([O-])=O.[Pd+2]>[C:6]([C:5]1[CH:4]=[C:3]2[C:2](=[CH:9][CH:8]=1)[NH:1][C:12]([C:13]([OH:15])=[O:14])=[CH:16]2)#[N:7] |f:4.5.6|. Reported procedure: A suspension of 4-amino-3-iodobenzonitrile (2.44 g), 2-oxopropanoic acid (2.64 g), DABCO (3.36 g), and Pd(OAc)2 in DMF (30 mL) was heated to 105° C. and stirred at that temperature for 1 hour. The solvent was evaporated. EtOAc (200 mL) was added and the resulting solution was washed with water (100 mL) and aqueous NaOH solution (20 mL). The combined aqueous solution was extracted with EtOAc (3×150 mL). The organic fractions were combined. The combined solution was dried over anhydrous magnesium ...